The task is: describe an organic reaction: reactants, conditions, products, and yield. This data is from the Open Reaction Database (ORD), a public repository of structured organic reaction records. Starting materials: N1=C(C=CC=C1C)C (2,6-lutidine), C1(=C(F)C(F)=C(F)C(F)=C1F)S(=O)(=O)Cl (C6F5SO2Cl), S(=O)(=O)(Cl)Cl (sulfonyl chloride). Solvent: CC(=O)C (acetone), NC1=CC=CC=C1 (aniline), NC1=CC=CC=C1 (aniline). The product is Cl.N1=C(C=CC=C1C)C (2,6-lutidine hydrochloride). Reaction SMILES: [N:1]1[C:6]([CH3:7])=[CH:5][CH:4]=[CH:3][C:2]=1[CH3:8].C1(S([Cl:23])(=O)=O)C(F)=C(F)C(F)=C(F)C=1F.S(Cl)(Cl)(=O)=O>CC(C)=O.NC1C=CC=CC=1>[ClH:23].[N:1]1[C:6]([CH3:7])=[CH:5][CH:4]=[CH:3][C:2]=1[CH3:8] |f:5.6|. Reported procedure: Aniline 9.3 (44.6 g, 268 mmol) and 2,6-lutidine (32.8 mL, 282 mmol) were dissolved in 800 mL of acetone (the aniline only partly dissolved). An addition funnel was charged with C6F5SO2Cl (41.8 mL, 282 mmol) and the sulfonyl chloride was added over 15 minutes. During the addition, the starting material dissolved and a new precipitate (2,6-lutidine hydrochloride) formed. After 30 minutes, the 2,6-lutidine hydrochloride was removed by filtration and the filtrate concentrated under reduced pressure.... Starting materials: C(OC1=CC=C(C=C1)[N+](=O)[O-])(O[C@H](C(F)(F)F)C)=O (4-nitrophenyl (2S)-1,1,1-trifluoropropan-2-yl carbonate), CO[C@]12[C@H](NCC1)CN(C2)C(=O)OC(C)(C)C (tert-butyl (3aR,6aR)-3a-methoxyhexahydropyrrolo[3,4-b]pyrrole-5(1H)-carboxylate). Solvent: C(Cl)(Cl)Cl (CHCl3). Run at temperature 100 celsius, time 2 hour. The product is CO[C@]12[C@H](N(CC1)C(=O)O[C@H](C(F)(F)F)C)CN(C2)C(=O)OC(C)(C)C (5-tert-butyl 1-[(2S)-1,1,1-trifluoropropan-2-yl] (3aR,6aR)-3a-methoxyhexahydropyrrolo[3,4-b]pyrrole-1,5-dicarboxylate). As a reaction SMILES: [C:1](=[O:19])([O:12][C@@H:13]([CH3:18])[C:14]([F:17])([F:16])[F:15])OC1C=CC([N+]([O-])=O)=CC=1.[CH3:20][O:21][C@:22]12[CH2:29][N:28]([C:30]([O:32][C:33]([CH3:36])([CH3:35])[CH3:34])=[O:31])[CH2:27][C@H:23]1[NH:24][CH2:25][CH2:26]2>C(Cl)(Cl)Cl>[CH3:20][O:21][C@:22]12[CH2:29][N:28]([C:30]([O:32][C:33]([CH3:36])([CH3:35])[CH3:34])=[O:31])[CH2:27][C@H:23]1[N:24]([C:1]([O:12][C@@H:13]([CH3:18])[C:14]([F:15])([F:16])[F:17])=[O:19])[CH2:25][CH2:26]2. Reported procedure: To a solution of 4-nitrophenyl (2S)-1,1,1-trifluoropropan-2-yl carbonate (15 mg) prepared in Referential Example 2 in CHCl3 (2 mL) was added tert-butyl (3aR,6aR)-3a-methoxyhexahydropyrrolo[3,4-b]pyrrole-5(1H)-carboxylate (11 mg) at room temperature. The resulting mixture was stirred at 100° C. in a sealed tube for 2 hours and then cooled to room temperature. The mixture was purified with silica gel column chromatography (eluent: hexane/EtOAc=1/0˜0/1) to give 5-tert-butyl 1-[(2S)-1,1,1-trifluorop... The reactants are FC=1C=C(C=CC1)C1=CC=C(C=N1)C(=O)N[C@@H]1CN(C[C@H]1O)C(=O)OC(C)(C)C (trans-tert-butyl 3-({[6-(3-fluorophenyl)pyridin-3-yl]carbonyl}amino)-4-hydroxypyrrolidine-1-carboxylate), Cl (HCl). Run in O1CCOCC1 (dioxane), O1CCOCC1 (dioxane), CCOCC (ether). Reaction conditions: time 4 hour. The product is hydrochloride salt, FC=1C=C(C=CC1)C1=NC=C(C(=O)N[C@@H]2CNC[C@H]2O)C=C1 (trans-6-(3-fluorophenyl)-N-[4-hydroxypyrrolidin-3-yl]nicotinamide). Yield: 104.4%. RXN SMILES: [F:1][C:2]1[CH:3]=[C:4]([C:8]2[N:13]=[CH:12][C:11]([C:14]([NH:16][C@H:17]3[C@H:21]([OH:22])[CH2:20][N:19](C(OC(C)(C)C)=O)[CH2:18]3)=[O:15])=[CH:10][CH:9]=2)[CH:5]=[CH:6][CH:7]=1.Cl>O1CCOCC1.CCOCC>[F:1][C:2]1[CH:3]=[C:4]([C:8]2[CH:9]=[CH:10][C:11]([C:14]([NH:16][C@H:17]3[C@H:21]([OH:22])[CH2:20][NH:19][CH2:18]3)=[O:15])=[CH:12][N:13]=2)[CH:5]=[CH:6][CH:7]=1. Procedure: To a solution of trans-tert-butyl 3-({[6-(3-fluorophenyl)pyridin-3-yl]carbonyl}amino)-4-hydroxypyrrolidine-1-carboxylate (500 mg, 1.24 mmol) in dioxane was added 4N HCl in dioxane (10 mL). The reaction was stirred at room temperature for ˜4 hrs and then diluted with ether to give a white solid, which was filtered and collected to give the desired product as the hydrochloride salt, trans-6-(3-fluorophenyl)-N-[4-hydroxypyrrolidin-3-yl]nicotinamide (390 mg, 92% ). LC/MS (M+H)=301.9 observed, 302.13... Starting materials: COC1=CC=C(CNC2=C3NC(=NC3=NC(=N2)NCCCO)NCCCO)C=C1 (6-(4-Methoxybenzylamino)-2,8-bis(3-hydroxypropylamino)purine), C(C=C)Br (allylbromide), C([O-])([O-])=O.[K+].[K+] (potassium carbonate). The solvent is CN(C=O)C (dimethylformamide). Yields the product COC1=CC=C(CNC2=C3N=C(N(C3=NC(=N2)NCCCO)C(C)C)NCCCO)C=C1 (6-(4-Methoxybenzylamino)-2,8-bis(3-hydroxypropylamino)-9-isopropylpurine). Yield: 55.0%. RXN SMILES: [CH3:1][O:2][C:3]1[CH:29]=[CH:28][C:6]([CH2:7][NH:8][C:9]2[N:17]=[C:16]([NH:18][CH2:19][CH2:20][CH2:21][OH:22])[N:15]=[C:14]3[C:10]=2[NH:11][C:12]([NH:23][CH2:24][CH2:25][CH2:26][OH:27])=[N:13]3)=[CH:5][CH:4]=1.[CH2:30](Br)[CH:31]=[CH2:32].C(=O)([O-])[O-].[K+].[K+]>CN(C)C=O>[CH3:1][O:2][C:3]1[CH:4]=[CH:5][C:6]([CH2:7][NH:8][C:9]2[N:17]=[C:16]([NH:18][CH2:19][CH2:20][CH2:21][OH:22])[N:15]=[C:14]3[C:10]=2[N:11]=[C:12]([NH:23][CH2:24][CH2:25][CH2:26][OH:27])[N:13]3[CH:31]([CH3:32])[CH3:30])=[CH:28][CH:29]=1 |f:2.3.4|. Procedure: 6-(4-Methoxybenzylamino)-2,8-bis(3-hydroxypropylamino)purine (0.07 mmol) was stirred in 2 mL dimethylformamide with 0.14 mmol of allylbromide and with 0.36 mmol of dry potassium carbonate at ambient temperature (6 hours). The solvent was evaporated to dryness and the rest extracted between ethylacetate—water. The organic layer was dried, ethylacetate was evaporated and the rest purified by column chromatograpy (silica gel, chloroform). Yield 55%. MS-ESI(+)m/z 441.4 [M+H]+ Reactants: [Cl-].[NH4+] (ammonium chloride), C(C)OC(C(=O)OCC)=O (diethyloxalate), [N+](=O)([O-])C1=C(C=CC(=C1)C(F)(F)F)C (2-Nitro-4-trifluromethyltoluene), [H-].[Na+] (sodium hydride). Solvent: CCCCCC (hexane), C(C)(=O)OCC (ethyl acetate), CS(=O)C (Dimethylsulfoxide). Reaction conditions: temperature 100 celsius, time 30 minute. Product: FC(C1=CC=C2CC(NC2=C1)=O)(F)F (6-Trifluoromethyl-2-oxindole). Reaction SMILES: [H-].[Na+].C(OC(=O)C([O:9][CH2:10][CH3:11])=O)C.[N+:13]([C:16]1[CH:21]=[C:20]([C:22]([F:25])([F:24])[F:23])[CH:19]=[CH:18][C:17]=1C)([O-])=O.[Cl-].[NH4+]>CCCCCC.C(OCC)(=O)C.CS(C)=O>[F:23][C:22]([F:24])([F:25])[C:20]1[CH:21]=[C:16]2[C:17]([CH2:11][C:10](=[O:9])[NH:13]2)=[CH:18][CH:19]=1 |f:0.1,4.5|. Procedure: Dimethylsulfoxide (330 mL) was added to 7.9 g of sodium hydride followed by, dropwise, 43.6 g of diethyloxalate. The mixture was heated to 100° C. for 1 hour and cooled to room temperature. 2-Nitro-4-trifluromethyltoluene (31.3 g) was added, the reaction stirred for 30 minutes at room temperature and then heated to 100° C. for 1 hour. The reaction was cooled and poured into a mixture of saturated aqueous ammonium chloride, ethyl acetate and hexane. The organic layer was washed with saturated amm... Isolated yield 26.4%. Reaction conditions: time 16 hour. As a reaction SMILES: [NH2:1][C:2]1[CH:7]=[CH:6][C:5]([C:8]#[N:9])=[CH:4][C:3]=1[NH:10][C:11](=O)[C:12]1[CH:17]=[CH:16][C:15]([CH2:18][N:19]([CH2:23][CH2:24][CH3:25])[CH2:20][CH2:21][CH3:22])=[CH:14][CH:13]=1.[H-].[Na+].[CH3:29]I>C1COCC1>[CH2:20]([N:19]([CH2:18][C:15]1[CH:16]=[CH:17][C:12]([C:11]2[N:10]([CH3:29])[C:3]3[CH:4]=[C:5]([C:8]#[N:9])[CH:6]=[CH:7][C:2]=3[N:1]=2)=[CH:13][CH:14]=1)[CH2:23][CH2:24][CH3:25])[CH2:21][CH3:22] |f:1.2|. Yields the product C(CC)N(CCC)CC1=CC=C(C=C1)C=1N(C2=C(N1)C=CC(=C2)C#N)C (2-(4-dipropylaminomethyl-phenyl)-3-methyl-3H-benzimidazol-5-carbonitrile). Starting materials: [H-].[Na+] (sodium hydride), NC1=C(C=C(C=C1)C#N)NC(C1=CC=C(C=C1)CN(CCC)CCC)=O (N-(2-amino-5-cyano-phenyl)-4-dipropylaminomethyl-benzamide), CI (methyl iodide). Procedure details: The compound (613 mg) obtained in Example 29-4 was dissolved in THF (18 ml) and added with 60% sodium hydride (105 mg). After that, the whole was gradually added with methyl iodide (373 mg) and stirred at room temperature for 16 hours. After completion of the reaction, the solvent was distilled off under reduced pressure. The residue was dissolved in chloroform, washed with water, and subjected to extraction with chloroform. The organic layer was washed with a saturated saline solution and dried... Solvent: C1CCOC1 (THF).